From a dataset of the Open Reaction Database (ORD), a public repository of structured organic reaction records. describe an organic reaction: reactants, conditions, products, and yield The reactants are CCCCCCCCCCCCCCCCNc1ccc(C(=O)O)cc1, Cc1ccccc1, OCC(O)CO. Yields the product CCCCCCCCCCCCCCCCNc1ccc(C(=O)OCC(O)CO)cc1. As a reaction SMILES: [CH2:1]([CH2:2][CH2:3][CH2:4][CH2:5][CH2:6][CH2:7][CH2:8][CH2:9][CH2:10][CH2:11][CH2:12][CH2:13][CH2:14][CH2:15][CH3:16])[NH:17][c:18]1[cH:19][cH:20][c:21]([C:22](=[O:23])[OH:24])[cH:25][cH:26]1.[CH3:33][c:34]1[cH:35][cH:36][cH:37][cH:38][cH:39]1.[OH:27][CH2:28][CH:29]([OH:30])[CH2:31][OH:32]>>[CH2:1]([CH2:2][CH2:3][CH2:4][CH2:5][CH2:6][CH2:7][CH2:8][CH2:9][CH2:10][CH2:11][CH2:12][CH2:13][CH2:14][CH2:15][CH3:16])[NH:17][c:18]1[cH:19][cH:20][c:21]([C:22](=[O:23])[O:24][CH2:31][CH:29]([CH2:28][OH:27])[OH:30])[cH:25][cH:26]1. The reactants are CC(CC1=COC2=C1C=CC(=C2)O)(C)C (3-(2,2-dimethylpropyl)-6-hydroxybenzofuran), C(C=C)Br (allyl bromide), C([O-])([O-])=O.[Cs+].[Cs+] (cesium carbonate). Solvent: CN(C)C=O (DMF). Reaction conditions: time 2 hour. Product: CC(CC1=COC2=C1C=CC(=C2)OCC=C)(C)C (3-(2,2-dimethylpropyl)-6-allyloxybenzofuran). As a reaction SMILES: [CH3:1][C:2]([CH3:15])([CH3:14])[CH2:3][C:4]1[C:8]2[CH:9]=[CH:10][C:11]([OH:13])=[CH:12][C:7]=2[O:6][CH:5]=1.[CH2:16](Br)[CH:17]=[CH2:18].C(=O)([O-])[O-].[Cs+].[Cs+]>CN(C=O)C>[CH3:1][C:2]([CH3:15])([CH3:14])[CH2:3][C:4]1[C:8]2[CH:9]=[CH:10][C:11]([O:13][CH2:18][CH:17]=[CH2:16])=[CH:12][C:7]=2[O:6][CH:5]=1 |f:2.3.4|. Procedure details: A stirred solution of the product from Step E (2.880 grams) in dry DMF (30 mL) was treated with allyl bromide (1.282 mL) followed by cesium carbonate (4.828 grams). After 2 hours, the mixture was partitioned between isopropyl acetate and pH4 pthalate buffer. The organic was washed twice with water, dried over magnesium sulfate and filtered. Concentration gave the title compound in such purity that further processing was not required. Reactants: FC1=C(OC2=CC=NC3=CC(=C(C=C23)C(=O)NC)OC)C=CC(=C1)NC(=S)NC(CC1=CC(=CC=C1)OC)=O (4-(2-Fluoro-4-(3-(2-(3-methoxyphenyl)acetyl)thioureido)phenoxy)-7-methoxy-N-methylquinoline-6-carboxamide), FC1=C(OC2=CC=NC3=CC(=C(C=C23)C(=O)OC(C)(C)C)OC)C=CC(=C1)NC(=S)NC(CC1=CC=CC=C1)=O (tert-Butyl 4-(2-fluoro-4-(3-(2-phenylacetyl)thioureido)phenoxy)-7-methoxyquinoline-6-carboxylate). The product is NC1=CC(=C(OC2=CC=NC3=CC(=C(C=C23)C(=O)NC)OC)C=C1)F (4-(4-Amino-2-fluorophenoxy)-7-methoxy-N-methylquinoline-6-carboxamide), COC=1C=C(C=CC1)CC(=O)N=C=S (3-methoxyphenylacetyl isothiocyanate). As a reaction SMILES: FC1C=C(NC(NC(=O)CC2C=CC=CC=2)=S)C=CC=1OC1C2C(=CC(OC)=C(C(OC(C)(C)C)=O)C=2)N=CC=1.[F:41][C:42]1[CH:64]=[C:63]([NH:65][C:66]([NH:68][C:69](=[O:79])[CH2:70][C:71]2[CH:76]=[CH:75][CH:74]=[C:73]([O:77][CH3:78])[CH:72]=2)=[S:67])[CH:62]=[CH:61][C:43]=1[O:44][C:45]1[C:54]2[C:49](=[CH:50][C:51]([O:59][CH3:60])=[C:52]([C:55]([NH:57][CH3:58])=[O:56])[CH:53]=2)[N:48]=[CH:47][CH:46]=1>>[NH2:65][C:63]1[CH:62]=[CH:61][C:43]([O:44][C:45]2[C:54]3[C:49](=[CH:50][C:51]([O:59][CH3:60])=[C:52]([C:55]([NH:57][CH3:58])=[O:56])[CH:53]=3)[N:48]=[CH:47][CH:46]=2)=[C:42]([F:41])[CH:64]=1.[CH3:78][O:77][C:73]1[CH:72]=[C:71]([CH2:70][C:69]([N:68]=[C:66]=[S:67])=[O:79])[CH:76]=[CH:75][CH:74]=1. Procedure: Similar to the synthesis of compound 1d, from compound 46a (50.0 mg) and 3-methoxyphenylacetyl isothiocyanate (45.5 mg), the titled compound 46 was yielded (40.1 mg, yield: 50%). The reactants are C1=CC=CC=2CC3=CC=CC=C3CC12 (9,10-dihydroanthracene), [Li]CCCC (n-BuLi), C(C1=CC(=CC=C1)OC)=O (m-anisaldehyde). The solvent is C1CCOC1 (THF). Run at time 30 minute. The product is C1=CC=CC=2CC3=CC=CC=C3C(C12)C(O)C1=CC(=CC=C1)OC ((9,10-Dihydro-anthracen-9-yl)-(3-methoxy-phenyl)-methanol). As a reaction SMILES: [CH:1]1[C:14]2[CH2:13][C:12]3[C:7](=[CH:8][CH:9]=[CH:10][CH:11]=3)[CH2:6][C:5]=2[CH:4]=[CH:3][CH:2]=1.[Li]CCCC.[CH:20](=[O:29])[C:21]1[CH:26]=[CH:25][CH:24]=[C:23]([O:27][CH3:28])[CH:22]=1>C1COCC1>[CH:4]1[C:5]2[CH:6]([CH:20]([C:21]3[CH:26]=[CH:25][CH:24]=[C:23]([O:27][CH3:28])[CH:22]=3)[OH:29])[C:7]3[C:12](=[CH:11][CH:10]=[CH:9][CH:8]=3)[CH2:13][C:14]=2[CH:1]=[CH:2][CH:3]=1. Procedure details: Cool a THF (50 mL) solution of 9,10-dihydroanthracene (5.10 g, 28 mmol) to 0° C. and add 1.6M n-BuLi (19 mL, 30 mmol) slowly. After 30 minutes, add m-anisaldehyde (3.4 mL, 28 mmol) to the dark brown solution. Allow the reaction to slowly warm to ambient temperature and then carefully quench with aqueous saturated NH4Cl. Shake the entire reaction with water/EtOAc and dry the organic layer (MgSO4). Concentrate under reduced pressure to give 9.4 g light tan oil. Purify by column chromatography usin... Reactants: CS(=O)(=O)C1=C(C=CC=C1)S(=O)(=O)Cl (2-methylsulfonylbenzenesulfonyl chloride), [H-].[Na+] (sodium hydride), C(CC)(=O)ONC(=O)OCC1=CC=CC=C1 ([(benzyloxy)carbonyl]-amino propanoate). Yields the product CS(=O)(=O)C1=C(C=CC=C1)S(=O)(=O)N(C(OCC1=CC=CC=C1)=O)OC(CC)=O (benzyl {[2-(methylsulfonyl)phenyl]sulfonyl}(propanoyloxy)carbamate). Reaction SMILES: [CH3:1][S:2]([C:5]1[CH:10]=[CH:9][CH:8]=[CH:7][C:6]=1[S:11](Cl)(=[O:13])=[O:12])(=[O:4])=[O:3].[H-].[Na+].[C:17]([O:21][NH:22][C:23]([O:25][CH2:26][C:27]1[CH:32]=[CH:31][CH:30]=[CH:29][CH:28]=1)=[O:24])(=[O:20])[CH2:18][CH3:19]>>[CH3:1][S:2]([C:5]1[CH:10]=[CH:9][CH:8]=[CH:7][C:6]=1[S:11]([N:22]([O:21][C:17](=[O:20])[CH2:18][CH3:19])[C:23](=[O:24])[O:25][CH2:26][C:27]1[CH:32]=[CH:31][CH:30]=[CH:29][CH:28]=1)(=[O:13])=[O:12])(=[O:4])=[O:3] |f:1.2|. Procedure: Benzyl {[2-(methylsulfonyl)phenyl]sulfonyl}(propanoyloxy)carbamate (51) is prepared from 2-methylsulfonylbenzenesulfonyl chloride, sodium hydride and [(benzyloxy)carbonyl]-amino propanoate according to Scheme 2. (0.56 g, 50%), 1H NMR (500 MHz, CHLOROFORM-d) δ ppm 8.39 (1H, d, 7.9 Hz), 8.35 (1H, d, 7.9 Hz), 7.80-7.86 (1H, m), 7.68-7.73 (1H, m), 7.30-7.39 (3H, m), 7.18-7.23 (2H, m), 5.17 (2H, br. s.), 3.30 (3H, s), 2.58 (2H, br. s.), 1.23 (3 H, t, 7.5 Hz). Starting materials: ClCC(=O)C1OCCC1 ((RS)-2-Chloroacetyltetrahydrofuran), S[C@@H]1[C@@H](C(N1)=O)NC(COC1=CC=CC=C1)=O ((3R,4R)-4-mercapto-3-phenoxyacetamidoazetidin-2-one), C([O-])([O-])=O.[K+].[K+] (potassium carbonate), 2h. The solvent is CN(C)C=O (DMF), C(C)(=O)OCC (ethyl acetate). Product: O(C1=CC=CC=C1)CC(=O)N[C@@H]1C(N[C@@H]1SCC(=O)C1OCCC1)=O ((3R,4R)-3-Phenoxyacetamido-4-[(RS)-tetrahydrofuran-2-ylcarbonylmethylthio]azetidin-2-one). Isolated yield 59.0%. RXN SMILES: Cl[CH2:2][C:3]([CH:5]1[CH2:9][CH2:8][CH2:7][O:6]1)=[O:4].[SH:10][C@H:11]1[NH:14][C:13](=[O:15])[C@H:12]1[NH:16][C:17](=[O:26])[CH2:18][O:19][C:20]1[CH:25]=[CH:24][CH:23]=[CH:22][CH:21]=1.C(=O)([O-])[O-].[K+].[K+]>CN(C=O)C.C(OCC)(=O)C>[O:19]([CH2:18][C:17]([NH:16][C@H:12]1[C@@H:11]([S:10][CH2:2][C:3]([CH:5]2[CH2:9][CH2:8][CH2:7][O:6]2)=[O:4])[NH:14][C:13]1=[O:15])=[O:26])[C:20]1[CH:25]=[CH:24][CH:23]=[CH:22][CH:21]=1 |f:2.3.4|. Procedure: (RS)-2-Chloroacetyltetrahydrofuran (2.46g, 16.5mmol), (3R,4R)-4-mercapto-3-phenoxyacetamidoazetidin-2-one (4.157g, 16.5mmol) and potassium carbonate (2.227g 16.5mmol) in DMF (10ml) were stirred for 2h, diluted with ethyl acetate, washed twice with water and with brine, dried concentrated and flash chromatographed eluting with 40,30,20,10 and 0% hexane in ethyl acetate to give the title compound as a foam (3.547g, 59%); vmax (CH2Cl2) 3405, 1785, 1693, 1520, 1496 and 1240cm-1 ; δ(CDCl3, 250MHz) 1.... Reactants: OCC1=NC=CC(=C1)C=1C=C(C=CC1)C1=NC2=C(NC(C1)=O)C=C(C(=C2)N(C)CC(C)C)C(F)(F)F (4-[3-(2-hydroxymethyl-pyridin-4-yl)-phenyl]-7-(isobutyl-methyl-amino)-8-trifluoromethyl-1,3-dihydro-benzo[b][1,4]diazepin-2-one), S(=O)(Cl)Cl (thionylchloride), [Cl-] (chloride), C[O-].[Na+] (sodium methanolate). Run in C(Cl)Cl (CH2Cl2), CO (MeOH), C(Cl)Cl (CH2Cl2). Yields the product C(C(C)C)N(C1=CC2=C(NC(CC(=N2)C2=CC(=CC=C2)C2=CC(=NC=C2)COC)=O)C=C1C(F)(F)F)C (7-(Isobutyl-methyl-amino)-4-[3-(2-methoxymethyl-pyridin-4-yl)-phenyl]-8-trifluoromethyl-1,3-dihydro-benzo[b][1,4]diazepin-2-one), solid. Yield: 23.0%. Reaction SMILES: [OH:1][CH2:2][C:3]1[CH:8]=[C:7]([C:9]2[CH:10]=[C:11]([C:15]3[CH2:21][C:20](=[O:22])[NH:19][C:18]4[CH:23]=[C:24]([C:33]([F:36])([F:35])[F:34])[C:25]([N:27]([CH2:29][CH:30]([CH3:32])[CH3:31])[CH3:28])=[CH:26][C:17]=4[N:16]=3)[CH:12]=[CH:13][CH:14]=2)[CH:6]=[CH:5][N:4]=1.S(Cl)(Cl)=O.[Cl-].[CH3:42][O-].[Na+]>C(Cl)Cl.CO>[CH2:29]([N:27]([CH3:28])[C:25]1[C:24]([C:33]([F:35])([F:36])[F:34])=[CH:23][C:18]2[NH:19][C:20](=[O:22])[CH2:21][C:15]([C:11]3[CH:12]=[CH:13][CH:14]=[C:9]([C:7]4[CH:6]=[CH:5][N:4]=[C:3]([CH2:2][O:1][CH3:42])[CH:8]=4)[CH:10]=3)=[N:16][C:17]=2[CH:26]=1)[CH:30]([CH3:32])[CH3:31] |f:3.4|. Procedure: The title compound was prepared from 4-[3-(2-hydroxymethyl-pyridin-4-yl)-phenyl]-7-(isobutyl-methyl-amino)-8-trifluoromethyl-1,3-dihydro-benzo[b][1,4]diazepin-2-one (Example 366) (248 mg, 0.50 mmol) by reaction with thionylchloride in CH2Cl2 and subsequent treatment of the corresponding crude chloride with sodium methanolate (5.4M, 1 ml) in MeOH (5 ml)/CH2Cl2 (5 ml) according to the general procedure of Example 288. Obtained as a light yellow solid (58 mg, 23%). Starting materials: [H-].[Na+] (sodium hydride), O (water), CI (methyl iodide), C(C)(C)(C)OC(NC(C(C1=CC=CC=C1)C1=CC=CC=C1)CC#N)=O ((1-Cyanomethyl-2,2-diphenyl-ethyl)-carbamic acid tert-butyl ester). Run in CN(C=O)C (N,N-dimethyl-formamide), CN(C=O)C (N,N-dimethylformamide). Run at temperature 0 celsius. The product is C(C)(C)(C)OC(N(C)C(C(C1=CC=CC=C1)C1=CC=CC=C1)CC#N)=O ((1-Cyanomethyl-2,2-diphenyl-ethyl)-methyl-carbamic acid tert-butyl ester). As a reaction SMILES: [CH3:1]I.[C:3]([O:7][C:8](=[O:27])[NH:9][CH:10]([CH2:24][C:25]#[N:26])[CH:11]([C:18]1[CH:23]=[CH:22][CH:21]=[CH:20][CH:19]=1)[C:12]1[CH:17]=[CH:16][CH:15]=[CH:14][CH:13]=1)([CH3:6])([CH3:5])[CH3:4].[H-].[Na+].O>CN(C)C=O>[C:3]([O:7][C:8](=[O:27])[N:9]([CH:10]([CH2:24][C:25]#[N:26])[CH:11]([C:18]1[CH:19]=[CH:20][CH:21]=[CH:22][CH:23]=1)[C:12]1[CH:13]=[CH:14][CH:15]=[CH:16][CH:17]=1)[CH3:1])([CH3:5])([CH3:4])[CH3:6] |f:2.3|. Procedure: 5.2 ml (82.9 mmol) of methyl iodide is added to a solution of 18.5 g (54.9 mmol) of (1-Cyanomethyl-2,2-diphenyl-ethyl)-carbamic acid tert-butyl ester in 100 ml of N,N-dimethyl-formamide, and the mixture is cooled to 0° C. 2.6 g (60.6 mmol) of 55% sodium hydride is added in several portions. After 1 h the mixture is warmed to RT and 75 ml of N,N-dimethylformamide is added for further dilution. After a total of 3.5 h the reaction mixture is poured into water and extracted with ethyl acetate. The o...